From a dataset of the Open Reaction Database (ORD), a public repository of structured organic reaction records. describe an organic reaction: reactants, conditions, products, and yield As a reaction SMILES: Cl[C:2]1[N:7]=[C:6]([C:8]2[CH:22]=[CH:21][CH:20]=[CH:19][C:9]=2[C:10]([N:12](C(C)C)C(C)C)=[O:11])[C:5]([N+]([O-])=O)=[CH:4][CH:3]=1.[CH3:26][N:27]1[CH2:32][CH2:31][NH:30][CH2:29][CH2:28]1.C(N(CC)C(C)C)(C)C.C([N-]C(C)C)(C)C.[Li+]>O.C(OCC)(=O)C.O1CCCC1>[CH3:26][N:27]1[CH2:32][CH2:31][N:30]([C:2]2[N:7]=[C:6]3[C:5](=[CH:4][CH:3]=2)[NH:12][C:10](=[O:11])[C:9]2[CH:19]=[CH:20][CH:21]=[CH:22][C:8]3=2)[CH2:29][CH2:28]1 |f:3.4|. Run in O (water), C(C)(=O)OCC (ethyl acetate), O (water), O1CCCC1 (tetrahydrofuran). Yields the product CN1CCN(CC1)C=1N=C2C3=C(C(NC2=CC1)=O)C=CC=C3 (2-(4-methylpiperazin-1-yl)benzo[c]-1,5-naphthyridin-6(5H)-one). Reactants: ClC1=CC=C(C(=N1)C1=C(C(=O)N(C(C)C)C(C)C)C=CC=C1)[N+](=O)[O-] (2-[6-Chloro-3-nitropyridin-2-yl]-N,N-diisopropylbenzamide), C(C)(C)[N-]C(C)C.[Li+] (Lithium diisopropylamide), CN1CCNCC1 (1-methylpiperazine), C(C)(C)N(C(C)C)CC (N,N-diisopropylethylamine). Yield: 40.8%. Conditions: temperature 65 celsius, time 5 hour. Procedure: Under argon, 2,5-dichloro-3-nitropyridine (666 mg, 3.18 mmol) was dissolved in toluene (45 ml), and aqueous potassium carbonate solution (2M, 3.47 ml) was added. After 5 minutes of stirring at room temperature, 2-diisopropylaminocarbonylphenylboronic acid (1000 mg, 3.81 mmol) and tetrakis(triphenylphosphine)palladium(0) (110 mg, 0.09 mmol) were added. The resulting reaction mixture was stirred at 80° C. for 13 h and, after cooling to room temperature, concentrated under reduced pressure. After a... Starting materials: CC(C(=O)NC1=CC(=CC=C1)C1CCN(CC1)CCCC(C1=CC=CC=C1)=O)C (2-methyl-N-{3-[1-(4-oxo-4-phenylbutyl)-4-piperidinyl]phenyl}propanamide), Cl.C1(=CC=CC2=CC=CC=C12)NN (1-(1-naphthyl)hydrazine hydrochloride). Product: CC(C(=O)NC1=CC(=CC=C1)C1CCN(CC1)CCC1=C(NC2=C3C(=CC=C12)C=CC=C3)C3=CC=CC=C3)C (2-METHYL-N-(3-{1-[2-(2-PHENYL-1H-BENZO[G]INDOL-3-YL)ETHYL]-4-PIPERIDINYL}PHENYL)PROPANAMIDE). RXN SMILES: [CH3:1][CH:2]([CH3:29])[C:3]([NH:5][C:6]1[CH:11]=[CH:10][CH:9]=[C:8]([CH:12]2[CH2:17][CH2:16][N:15]([CH2:18][CH2:19][CH2:20][C:21](=O)[C:22]3[CH:27]=[CH:26][CH:25]=[CH:24][CH:23]=3)[CH2:14][CH2:13]2)[CH:7]=1)=[O:4].Cl.[C:31]1([NH:41]N)[C:40]2[C:35](=[CH:36][CH:37]=[CH:38][CH:39]=2)[CH:34]=[CH:33][CH:32]=1>>[CH3:1][CH:2]([CH3:29])[C:3]([NH:5][C:6]1[CH:11]=[CH:10][CH:9]=[C:8]([CH:12]2[CH2:17][CH2:16][N:15]([CH2:18][CH2:19][C:20]3[C:32]4[C:31](=[C:40]5[CH:39]=[CH:38][CH:37]=[CH:36][C:35]5=[CH:34][CH:33]=4)[NH:41][C:21]=3[C:22]3[CH:27]=[CH:26][CH:25]=[CH:24][CH:23]=3)[CH2:14][CH2:13]2)[CH:7]=1)=[O:4] |f:1.2|. Procedure: Prepared by Procedure E and Scheme M using 2-methyl-N-{3-[1-(4-oxo-4-phenylbutyl)-4-piperidinyl]phenyl}propanamide and 1-(1-naphthyl)hydrazine hydrochloride: ESMS m/e: 516.4 (M+H)+. Starting materials: O=C1CCC(=O)N1Br, O=C(OOC(=O)c1ccccc1)c1ccccc1, CCOC(=O)c1c(Cl)c(Cl)n(CCC(C)C)c1C, CCOC(C)=O, c1ccccc1. Yields the product CCOC(=O)c1c(Cl)c(Cl)n(CCC(C)C)c1CBr. As a reaction SMILES: [Br:19][N:20]1[C:21](=[O:22])[CH2:23][CH2:24][C:25]1=[O:26].[C:27]([O:28][O:29][C:30](=[O:31])[c:32]1[cH:33][cH:34][cH:35][cH:36][cH:37]1)(=[O:38])[c:39]1[cH:40][cH:41][cH:42][cH:43][cH:44]1.[CH2:1]([CH3:2])[O:3][C:4](=[O:5])[c:6]1[c:7]([CH3:18])[n:8]([CH2:13][CH2:14][CH:15]([CH3:16])[CH3:17])[c:9]([Cl:12])[c:10]1[Cl:11].[CH3:51][CH2:52][O:53][C:54](=[O:55])[CH3:56].[cH:45]1[cH:46][cH:47][cH:48][cH:49][cH:50]1>>[CH2:1]([CH3:2])[O:3][C:4](=[O:5])[c:6]1[c:7]([CH2:18][Br:19])[n:8]([CH2:13][CH2:14][CH:15]([CH3:16])[CH3:17])[c:9]([Cl:12])[c:10]1[Cl:11]. Reactants: N(=NC(=O)OC(C)C)C(=O)OC(C)C (Diisopropyl azodicarboxylate), C1(=CC=CC=C1)P(C1=CC=CC=C1)C1=CC=CC=C1 (triphenyl phosphine), OC=1C=C(C(=O)OC)C=C(C1)OC1=CC=C(C=C1)C=1OC(=NN1)C (Methyl 3-hydroxy-5-[4-(5-methyl-1,3,4-oxadiazol-2-yl)phenoxy]benzoate), OC=1C=C(C(=O)OC)C=C(C1)OC1=CC=C(C=C1)C=1OC(=NN1)C (Methyl 3-hydroxy-5-[4-(5-methyl-1,3,4-oxadiazol-2-yl)phenoxy]benzoate), O[C@@H]1C(NCC1)=O ((S)-(−)-3-hydroxy-2-pyrrolidinone), O[C@@H]1C(NCC1)=O ((S)-(−)-3-hydroxy-2-pyrrolidinone). The solvent is C1CCOC1 (THF), C1CCOC1 (THF). Yields the product CC1=NN=C(O1)C1=CC=C(OC=2C=C(C(=O)OC)C=C(C2)O[C@H]2C(NCC2)=O)C=C1 ((R)-(+)-Methyl 3-(4-(5-methyl-1,3,4-oxadiazol-2-yl)phenoxy)-5-((2-oxopyrrolidin-3-yl)oxy)benzoate). The yield is 63.8%. As a reaction SMILES: [OH:1][C:2]1[CH:3]=[C:4]([CH:9]=[C:10]([O:12][C:13]2[CH:18]=[CH:17][C:16]([C:19]3[O:20][C:21]([CH3:24])=[N:22][N:23]=3)=[CH:15][CH:14]=2)[CH:11]=1)[C:5]([O:7][CH3:8])=[O:6].O[C@H:26]1[CH2:30][CH2:29][NH:28][C:27]1=[O:31].C1(P(C2C=CC=CC=2)C2C=CC=CC=2)C=CC=CC=1.N(C(OC(C)C)=O)=NC(OC(C)C)=O>C1COCC1>[CH3:24][C:21]1[O:20][C:19]([C:16]2[CH:15]=[CH:14][C:13]([O:12][C:10]3[CH:9]=[C:4]([CH:3]=[C:2]([O:1][C@@H:26]4[CH2:30][CH2:29][NH:28][C:27]4=[O:31])[CH:11]=3)[C:5]([O:7][CH3:8])=[O:6])=[CH:18][CH:17]=2)=[N:23][N:22]=1. Procedure: To a stirring mixture of Methyl 3-hydroxy-5-[4-(5-methyl-1,3,4-oxadiazol-2-yl)phenoxy]benzoate (2.5 g) (Intermediate 7) and (S)-(−)-3-hydroxy-2-pyrrolidinone (Intermediate 17) (0.8 g) in dry THF (70 mL) taken in round bottomed flask fitted with anhydrous CaCl2 guard tube, triphenyl phosphine (3.77 g) was added. Diisopropyl azodicarboxylate (DIAD) (2.1 mL) in dry THF (2 mL) was added drop wise to the above reaction mixture. The reaction was stirred at room temperature. Reaction was monitored by T...